Dataset: the Open Reaction Database (ORD), a public repository of structured organic reaction records. Task: describe an organic reaction: reactants, conditions, products, and yield Starting materials: C([O-])(O)=O.[Na+] (sodium bicarbonate), O1CCOCC1 (1,4-dioxane), NC(=O)C=1C(=NC(=NC1)NC1=CC=C(C=C1)N1CCN(CC1)C(=O)OC(C)(C)C)NCC1=CC=CC=C1 (tert-butyl 4-(4-{[5-(aminocarbonyl)-4- (benzylamino)pyrimidin-2-yl]amino }phenyl)piperazin- 1 -carboxylate), Cl.O1CCOCC1 (hydrogen chloride 1,4-dioxane). Run in O (water), O (water). Conditions: temperature 90 celsius, time 2 hour. Yields the product C(C1=CC=CC=C1)NC1=NC(=NC=C1C(=O)N)NC1=CC=C(C=C1)N1CCNCC1 (4-benzylamino-2- {[4-(piperazin- 1 -yl)phenyl]amino}pyrimidine-5- carboxamide). Isolated yield 69.8%. As a reaction SMILES: O1CCOCC1.[NH2:7][C:8]([C:10]1[C:11]([NH:36][CH2:37][C:38]2[CH:43]=[CH:42][CH:41]=[CH:40][CH:39]=2)=[N:12][C:13]([NH:16][C:17]2[CH:22]=[CH:21][C:20]([N:23]3[CH2:28][CH2:27][N:26](C(OC(C)(C)C)=O)[CH2:25][CH2:24]3)=[CH:19][CH:18]=2)=[N:14][CH:15]=1)=[O:9].Cl.O1CCOCC1.C(=O)(O)[O-].[Na+]>O>[CH2:37]([NH:36][C:11]1[C:10]([C:8]([NH2:7])=[O:9])=[CH:15][N:14]=[C:13]([NH:16][C:17]2[CH:22]=[CH:21][C:20]([N:23]3[CH2:28][CH2:27][NH:26][CH2:25][CH2:24]3)=[CH:19][CH:18]=2)[N:12]=1)[C:38]1[CH:43]=[CH:42][CH:41]=[CH:40][CH:39]=1 |f:2.3,4.5|. Reported procedure: A 10 ml 1,4-dioxane solution of 738 mg of tert-butyl 4-(4-{[5-(aminocarbonyl)-4- (benzylamino)pyrimidin-2-yl]amino }phenyl)piperazin- 1 -carboxylate was mixed with 2.77 ml of 4 M hydrogen chloride/1,4-dioxane solution and 3 ml of water, followed by stirring at 90° C. for 2 hours. The reaction mixture was cooled down to room temperature, diluted with water, mixed with saturated sodium bicarbonate aqueous solution and then extracted with an ethyl acetate-THF mixed solution. After washing of the or... Reactants: CC(C#N)(O)C (acetone cyanohydrin), N1=CC=CC=C1 (pyridine), C(=O)(Cl)Cl (phosgene), liquid, C(=O)(Cl)Cl (phosgene), C(=O)=O.CC(C)O (dry ice 2-propanol). Run in CCOCC (ether), CCOCC (ether). Reaction conditions: time 2 hour. Yields the product ClC(=O)OC(C)(C)C#N (1-cyano-1-methylethyl chloroformate). Yield: 83.4%. As a reaction SMILES: [C:1](Cl)([Cl:3])=[O:2].[CH3:5][C:6]([CH3:10])([OH:9])[C:7]#[N:8].N1C=CC=CC=1.C(=O)=O.CC(O)C>CCOCC>[Cl:3][C:1]([O:9][C:6]([C:7]#[N:8])([CH3:10])[CH3:5])=[O:2] |f:3.4|. Procedure: Into a one liter round bottom flask equipped with a phosgene inlet tube, a dry ice cooled condenser, a Teflon blade stirrer and a dropping funnel were added 200 milliliters (ml) of anhydrous ether. The flask was cooled in a dry ice/2-propanol bath and 100 ml of liquid phosgene (1.5 moles) were introduced. A mixture of acetone cyanohydrin (85 grams, 1 mole) and pyridine (80 ml, 1 mole) in 400 ml of anhydrous ether was added dropwise to the pool of phosgene, through the dropping funnel. When the a... Reactants: C1(C=2N(CC1)C=CC2)C(=O)O (2,3-Dihydro-1H-pyrrolo[1,2-a]pyrrole-1-carboxylic acid), CO (methanol). Solvent: Cl (hydrochloric acid). Yields the product C1(C=2N(CC1)C=CC2)C(=O)OC (methyl 2,3-dihydro-1H-pyrrolo[1,2-a]-pyrrole-1-carboxylate). As a reaction SMILES: [CH:1]1([C:9]([OH:11])=[O:10])[CH2:5][CH2:4][N:3]2[CH:6]=[CH:7][CH:8]=[C:2]12.[CH3:12]O>Cl>[CH:1]1([C:9]([O:11][CH3:12])=[O:10])[CH2:5][CH2:4][N:3]2[CH:6]=[CH:7][CH:8]=[C:2]12. Procedure: 2,3-Dihydro-1H-pyrrolo[1,2-a]pyrrole-1-carboxylic acid is dissolved in methanol containing a small amount of concentrated hydrochloric acid. The resulting solution is heated to reflux, and then cooled. The title compound is isolated by rotary evaporation of the solvent under reduced pressure, and may be purified by chromatography on silica gel with hexane/ethyl acetate as eluent. The reactants are O (water), [OH-].[Na+] (sodium hydroxide), C(CCCCCC)NC(N(C)C=1C=C(C=CC1)C1=CC=C(C=C1)C=CC(=O)OCC)=O (ethyl 3-[3′-(3-heptyl-1-methylureido)biphenyl-4-yl]acrylate), O1CCCC1.CO (tetrahydrofuran methanol). Run in C(C)(=O)O (acetic acid), 9/1. Reaction conditions: time 1 hour. Yields the product C(CCCCCC)NC(N(C)C=1C=C(C=CC1)C1=CC=C(C=C1)C=CC(=O)O)=O (3-[3′-(3-heptyl-1-methylureido)biphenyl-4-yl]acrylic acid). Isolated yield 81.7%. RXN SMILES: [OH-].[Na+].[CH2:3]([NH:10][C:11](=[O:33])[N:12]([C:14]1[CH:15]=[C:16]([C:20]2[CH:25]=[CH:24][C:23]([CH:26]=[CH:27][C:28]([O:30]CC)=[O:29])=[CH:22][CH:21]=2)[CH:17]=[CH:18][CH:19]=1)[CH3:13])[CH2:4][CH2:5][CH2:6][CH2:7][CH2:8][CH3:9].O1CCCC1.CO.O>C(O)(=O)C>[CH2:3]([NH:10][C:11](=[O:33])[N:12]([C:14]1[CH:15]=[C:16]([C:20]2[CH:25]=[CH:24][C:23]([CH:26]=[CH:27][C:28]([OH:30])=[O:29])=[CH:22][CH:21]=2)[CH:17]=[CH:18][CH:19]=1)[CH3:13])[CH2:4][CH2:5][CH2:6][CH2:7][CH2:8][CH3:9] |f:0.1,3.4|. Procedure details: 1.6 g (40 mmol, 10 eq) of sodium hydroxide are added to a solution of 1.69 g (4.0 mmol, 1 eq) of ethyl 3-[3′-(3-heptyl-1-methylureido)biphenyl-4-yl]acrylate in 30 ml of 9/1 tetrahydrofuran/methanol. The reaction mixture is stirred for one hour at room temperature. The reaction is stopped by addition of 20 mL of water and 5 mL of acetic acid and then extracted with ethyl acetate. The organic phases are combined and dried over sodium sulfate. The solvents are evaporated off and the residue is then... Product: CCOP(=O)(CCCCn1c(=O)c2c(ncn2CCCCP(=O)(OCC)OCC)n(C)c1=O)OCC. Reactants: O=C([O-])[O-], CCOP(=O)(CCCCn1cnc2c1c(=O)[nH]c(=O)n2C)OCC, CCOP(=O)(CCCCCl)OCC, [K+], [K+], CN(C)C=O. RXN SMILES: [C:38](=[O:39])([O-:40])[O-:41].[CH2:1]([CH3:2])[O:3][P:4](=[O:5])([O:6][CH2:7][CH3:8])[CH2:9][CH2:10][CH2:11][CH2:12][n:13]1[cH:14][n:15][c:16]2[n:17]([CH3:24])[c:18](=[O:23])[nH:19][c:20](=[O:22])[c:21]12.[Cl:25][CH2:26][CH2:27][CH2:28][CH2:29][P:30]([O:31][CH2:32][CH3:33])(=[O:34])[O:35][CH2:36][CH3:37].[K+:42].[K+:43].[O:44]=[CH:45][N:46]([CH3:47])[CH3:48]>>[CH2:1]([CH3:2])[O:3][P:4](=[O:5])([O:6][CH2:7][CH3:8])[CH2:9][CH2:10][CH2:11][CH2:12][n:13]1[cH:14][n:15][c:16]2[n:17]([CH3:24])[c:18](=[O:23])[n:19]([CH2:26][CH2:27][CH2:28][CH2:29][P:30]([O:31][CH2:32][CH3:33])(=[O:34])[O:35][CH2:36][CH3:37])[c:20](=[O:22])[c:21]12. Starting materials: BrC1=C(C(=O)NC=2C=C3C(=NC2)NC(=C3)CBr)C=CC=C1 (2-bromo-N-(2-(bromomethyl)-1H-pyrrolo[2,3-b]pyridin-5-yl)benzamide), CO (methanol). Reported procedure: A flask is charged with 200 mg (0.49 mmol) of 2-bromo-N-(2-(bromomethyl)-1H-pyrrolo[2,3-b]pyridin-5-yl)benzamide (stage 1) and 5 mL of methanol. The solution is stirred at room temperature for 18 hours and then diluted in 100 mL of ethyl acetate, washed with 3×30 mL of water, dried over sodium sulphate and evaporated under reduced pressure. The raw product is then purified by silica gel chromatography (ethyl acetate/petroleum ether eluent). 30 mg of a yellow solid is obtained (17%). Solvent: C(C)(=O)OCC (ethyl acetate). Reaction SMILES: [Br:1][C:2]1[CH:21]=[CH:20][CH:19]=[CH:18][C:3]=1[C:4]([NH:6][C:7]1[CH:8]=[C:9]2[CH:15]=[C:14]([CH2:16]Br)[NH:13][C:10]2=[N:11][CH:12]=1)=[O:5].[CH3:22][OH:23]>C(OCC)(=O)C>[Br:1][C:2]1[CH:21]=[CH:20][CH:19]=[CH:18][C:3]=1[C:4]([NH:6][C:7]1[CH:8]=[C:9]2[CH:15]=[C:14]([CH2:16][O:23][CH3:22])[NH:13][C:10]2=[N:11][CH:12]=1)=[O:5]. Yields the product BrC1=C(C(=O)NC=2C=C3C(=NC2)NC(=C3)COC)C=CC=C1 (2-bromo-N-(2-(methoxymethyl)-1H-pyrrolo[2,3-b]pyridin-5-yl)benzamide). Run at time 18 hour.